From a dataset of the Open Reaction Database (ORD), a public repository of structured organic reaction records. describe an organic reaction: reactants, conditions, products, and yield Reactants: ClCCCC1(OCCO1)C1=C(C=CC(=C1)Cl)O (4-chloro-1-(5-chloro-2-hydroxyphenyl)-1,1-ethylenedioxybutane), S(=O)(=O)(OC)OC (dimethyl sulfate). The solvent is CN(C)C=O (DMF). Reaction conditions: temperature 0 celsius, time 30 minute. Yields the product ClCCCC1(OCCO1)C1=C(C=CC(=C1)Cl)OC (4-chloro-1-(5-chloro-2-methoxyphenyl)-1,1-ethylenedioxybutane). Isolated yield 96.0%. As a reaction SMILES: [Cl:1][CH2:2][CH2:3][CH2:4][C:5]1([C:10]2[CH:15]=[C:14]([Cl:16])[CH:13]=[CH:12][C:11]=2[OH:17])[O:9][CH2:8][CH2:7][O:6]1.S(OC)(O[CH3:22])(=O)=O>CN(C=O)C>[Cl:1][CH2:2][CH2:3][CH2:4][C:5]1([C:10]2[CH:15]=[C:14]([Cl:16])[CH:13]=[CH:12][C:11]=2[O:17][CH3:22])[O:9][CH2:8][CH2:7][O:6]1. Procedure: A mixture of 4-chloro-1-(5-chloro-2-hydroxyphenyl)-1,1-ethylenedioxybutane (0.86 g, 2.5 mmol) sodium hydride (0.18 g, 4.5 mmol in mineral oil) and DMF (3 mL) was stirred 30 minutes. The mixture was cooled to approximately 0° C. and dimethyl sulfate (0.44 g, 3.5 mmol) was added. The mixture was heated 4 hours with stirring at approximately 25° C. and then poured into ice cold water. The mixture was extracted with ether/pentane (7:3) and the extract concentrated to give 4-chloro-1-(5-chloro-2-meth...